This data is from the Open Reaction Database (ORD), a public repository of structured organic reaction records. The task is: describe an organic reaction: reactants, conditions, products, and yield Reactants: COC(CS(=O)(=O)CCCl)=O (methyl[(2-chloroethyl)sulfonyl]acetate), [O-]CC.[Na+] (sodium ethoxide), CC(C)(C)C1=C(C(=CC(=C1)S)C(C)(C)C)O (2,6-bis(1,1-dimethylethyl)-4-mercaptophenol). The product is C(C)OC(CS(=O)(=O)CCSC1=CC(=C(C(=C1)C(C)(C)C)O)C(C)(C)C)=O (ethyl[[2-[[3,5-bis(1,1-dimethylethyl)-4-hydroxyphenyl]thio]ethyl]sulfonyl]acetate). RXN SMILES: [CH3:1][O:2][C:3](=[O:11])[CH2:4][S:5]([CH2:8][CH2:9]Cl)(=[O:7])=[O:6].[O-][CH2:13]C.[Na+].[CH3:16][C:17]([C:20]1[CH:25]=[C:24]([SH:26])[CH:23]=[C:22]([C:27]([CH3:30])([CH3:29])[CH3:28])[C:21]=1[OH:31])([CH3:19])[CH3:18]>>[CH2:1]([O:2][C:3](=[O:11])[CH2:4][S:5]([CH2:8][CH2:9][S:26][C:24]1[CH:23]=[C:22]([C:27]([CH3:30])([CH3:29])[CH3:28])[C:21]([OH:31])=[C:20]([C:17]([CH3:16])([CH3:18])[CH3:19])[CH:25]=1)(=[O:7])=[O:6])[CH3:13] |f:1.2|. Procedure: The title compound was prepared according to the method of Example 12 from the title compound of Example 16, sodium ethoxide and 2,6-bis(1,1-dimethylethyl)-4-mercaptophenol, m.p. ca. 95° C. Reactants: C1COCCO1, CO, ClCCl, Cl, CC(C)(C)OC(=O)NC1CCN(CC2(O)Cn3c(=O)ccc4ncc(F)c2c43)CC1. Product: Cl, NC1CCN(CC2(O)Cn3c(=O)ccc4ncc(F)c2c43)CC1. RXN SMILES: [CH2:37]1[O:38][CH2:39][CH2:40][O:41][CH2:42]1.[CH3:32][OH:33].[Cl:34][CH2:35][Cl:36].[ClH:31].[F:1][c:2]1[cH:3][n:4][c:5]2[cH:6][cH:7][c:8](=[O:30])[n:9]3[c:10]2[c:11]1[C:12]([OH:14])([CH2:15][N:16]1[CH2:17][CH2:18][CH:19]([NH:22][C:23](=[O:24])[O:25][C:26]([CH3:27])([CH3:28])[CH3:29])[CH2:20][CH2:21]1)[CH2:13]3>>[ClH:31].[F:1][c:2]1[cH:3][n:4][c:5]2[cH:6][cH:7][c:8](=[O:30])[n:9]3[c:10]2[c:11]1[C:12]([OH:14])([CH2:15][N:16]1[CH2:17][CH2:18][CH:19]([NH2:22])[CH2:20][CH2:21]1)[CH2:13]3.